This data is from the Open Reaction Database (ORD), a public repository of structured organic reaction records. The task is: describe an organic reaction: reactants, conditions, products, and yield The reactants are c12c(CN(C2(C)C)C(OC(C)(C)C)=O)c(nn1C(OC(C)(C)C)=O)Br. Reagents/catalysts: c1ccc(cc1)-c2c3ccccc3cc4ccccc24 (9-Phenylanthracene), C(=O)([O-])[O-].[K+].[K+] (K2CO3), c1(cc(cc(c1c1c(ccc(c1P(C1CCCCC1)C1CCCCC1)OC)OC)C(C)C)C(C)C)C(C)C.c1(c(cccc1)[Pd]Cl)CCN (BrettPhos Palladacycle). Run in CCC(C)(C)O (t-AmOH). Reaction conditions: temperature 70 celsius, time 72 hour. The product is Cn1cc(Nc2nn(C(=O)OC(C)(C)C)c3c2CN(C(=O)OC(C)(C)C)C3(C)C)cn1. As a reaction SMILES: [CH3:1][C:2]([O:5][C:6]([N:8]1[C:22]([CH3:24])([CH3:23])[c:21]([c:10]2[CH2:9]1)[n:13]([C:14]([O:16][C:17]([CH3:20])([CH3:19])[CH3:18])=[O:15])[n:12][c:11]2Br)=[O:7])([CH3:4])[CH3:3]>>Cn1ncc(N[c:11]2[c:10]3[c:21]([C:22]([CH3:24])([CH3:23])[N:8]([C:6]([O:5][C:2]([CH3:4])([CH3:3])[CH3:1])=[O:7])[CH2:9]3)[n:13]([C:14]([O:16][C:17]([CH3:20])([CH3:19])[CH3:18])=[O:15])[n:12]2)c1. The reactants are FC(C)(F)C1=CC=C(O1)CN1N=CC(=C1)N (1-[5-(1,1-difluoro-ethyl)-furan-2-ylmethyl]-1H-pyrazol-4-ylamine), FC(C1=CC=C(C=C1)/C=C/C(=O)O)(F)F ((E)-3-(4-trifluoromethyl-phenyl)-acrylic acid), 05b. The product is FC(C)(F)C1=CC=C(O1)CN1N=CC(=C1)NC(\C=C\C1=CC=C(C=C1)C(F)(F)F)=O ((E)-N-{1-[5-(1,1-Difluoro-ethyl)-furan-2-ylmethyl]-1H-pyrazol-4-yl}-3-(4-trifluoromethyl-phenyl)-acrylamide). Reaction SMILES: [F:1][C:2]([C:5]1[O:9][C:8]([CH2:10][N:11]2[CH:15]=[C:14]([NH2:16])[CH:13]=[N:12]2)=[CH:7][CH:6]=1)([F:4])[CH3:3].[F:17][C:18]([F:31])([F:30])[C:19]1[CH:24]=[CH:23][C:22](/[CH:25]=[CH:26]/[C:27](O)=[O:28])=[CH:21][CH:20]=1>>[F:4][C:2]([C:5]1[O:9][C:8]([CH2:10][N:11]2[CH:15]=[C:14]([NH:16][C:27](=[O:28])/[CH:26]=[CH:25]/[C:22]3[CH:21]=[CH:20][C:19]([C:18]([F:30])([F:31])[F:17])=[CH:24][CH:23]=3)[CH:13]=[N:12]2)=[CH:7][CH:6]=1)([F:1])[CH3:3]. Procedure details: Following general procedure B, starting from 1-[5-(1,1-difluoro-ethyl)-furan-2-ylmethyl]-1H-pyrazol-4-ylamine and (E)-3-(4-trifluoromethyl-phenyl)-acrylic acid. LC-MS-conditions 05b: tR=1.13 min; [M+H]+=426.04. Reactants: CC1CCCC(C12CCCC2)=O (10-methyl-spiro[4.5]decan-6-one), C[Mg]I (methyl-magnesium iodide). The product is CC1(C2(CCCC2)C(CCC1)C)O (6,10-dimethyl-spiro[4.5]-decan-6-ol). Isolated yield 82.0%. RXN SMILES: [CH3:1][CH:2]1[C:7]2([CH2:11][CH2:10][CH2:9][CH2:8]2)[C:6](=[O:12])[CH2:5][CH2:4][CH2:3]1.[CH3:13][Mg]I>>[CH3:13][C:6]1([OH:12])[CH2:5][CH2:4][CH2:3][CH:2]([CH3:1])[C:7]21[CH2:11][CH2:10][CH2:9][CH2:8]2. Procedure: 10-methyl-spiro[4.5]decan-6-one was alkylated by means of methyl-magnesium iodide under the reaction conditions commonly used in a Grignard reaction. 6,10-dimethyl-spiro[4.5]-decan-6-ol was thus obtained with an yield of 82 %. Reactants: C(\C=C/C(=O)O)(=O)O.ClC1=CC=C(C=C1)SC1CN(CC1)CC1=CC=CC=C1 (3-[(4-chlorophenyl)thio]-1-(phenylmethyl)pyrrolidine maleate), B(=O)O[O-].[Na+] (sodium perborate), [OH-].[Na+] (sodium hydroxide). The solvent is S(O)(O)(=O)=O (sulfuric acid). Yields the product C(\C=C/C(=O)O)(=O)O.ClC1=CC=C(C=C1)S(=O)(=O)C1CN(CC1)CC1=CC=CC=C1 (3-[(4-Chlorophenyl)sulfonyl]-1-(phenylmethyl)pyrrolidine maleate). As a reaction SMILES: [C:1]([OH:8])(=[O:7])/[CH:2]=[CH:3]\[C:4]([OH:6])=[O:5].[Cl:9][C:10]1[CH:15]=[CH:14][C:13]([S:16][CH:17]2[CH2:21][CH2:20][N:19]([CH2:22][C:23]3[CH:28]=[CH:27][CH:26]=[CH:25][CH:24]=3)[CH2:18]2)=[CH:12][CH:11]=1.B(O[O-])=[O:30].[Na+].[OH-:34].[Na+]>S(=O)(=O)(O)O>[C:1]([OH:8])(=[O:7])/[CH:2]=[CH:3]\[C:4]([OH:6])=[O:5].[Cl:9][C:10]1[CH:11]=[CH:12][C:13]([S:16]([CH:17]2[CH2:21][CH2:20][N:19]([CH2:22][C:23]3[CH:24]=[CH:25][CH:26]=[CH:27][CH:28]=3)[CH2:18]2)(=[O:30])=[O:34])=[CH:14][CH:15]=1 |f:0.1,2.3,4.5,7.8|. Procedure: A mixture of 12.88 g (0.0425 mole) of 3-[(4-chlorophenyl)thio]-1-(phenylmethyl)pyrrolidine maleate and 27 g (0.175 mole) of sodium perborate in 500 ml of 2M sulfuric acid was refluxed for 17 hr. The reaction mixture was poured over ice and the solution made basic with 50% sodium hydroxide solution. The resulting solution was extracted with several portions of methylene chloride. The methylene chloride phase was dried over magnesium sulfate and the solvent was removed in vacuo to give an oil, the... The reactants are O=C(NCc1cn(-c2ccccc2)c2cc(Cl)ccc2c1=O)c1ccc(Cl)nc1, NC1CCOCC1. Product: O=C(NCc1cn(-c2ccccc2)c2cc(Cl)ccc2c1=O)c1ccc(NC2CCOCC2)nc1. Reaction SMILES: [Cl:1][c:2]1[n:3][cH:4][c:5]([C:6](=[O:7])[NH:8][CH2:9][c:10]2[cH:11][n:12](-[c:22]3[cH:23][cH:24][cH:25][cH:26][cH:27]3)[c:13]3[cH:14][c:15]([Cl:21])[cH:16][cH:17][c:18]3[c:19]2=[O:20])[cH:28][cH:29]1.[NH2:30][CH:31]1[CH2:32][CH2:33][O:34][CH2:35][CH2:36]1>>[c:2]1([NH:30][CH:31]2[CH2:32][CH2:33][O:34][CH2:35][CH2:36]2)[n:3][cH:4][c:5]([C:6](=[O:7])[NH:8][CH2:9][c:10]2[cH:11][n:12](-[c:22]3[cH:23][cH:24][cH:25][cH:26][cH:27]3)[c:13]3[cH:14][c:15]([Cl:21])[cH:16][cH:17][c:18]3[c:19]2=[O:20])[cH:28][cH:29]1. The reactants are N1CC=CC2=CC=CC=C12 (1,2-dihydroquinoline), C(C(=O)Cl)(=O)Cl (oxalyl chloride). Yields the product C1(C(N2CC=CC3=CC=CC1=C23)=O)=O (4-H-pyrrolo[3,2,1-ij]quinolin-1,2-dione). As a reaction SMILES: [NH:1]1[C:10]2[C:5](=[CH:6][CH:7]=[CH:8][CH:9]=2)[CH:4]=[CH:3][CH2:2]1.[C:11](Cl)(=[O:15])[C:12](Cl)=[O:13]>>[C:11]1(=[O:15])[C:9]2=[C:10]3[C:5](=[CH:6][CH:7]=[CH:8]2)[CH:4]=[CH:3][CH2:2][N:1]3[C:12]1=[O:13]. Reported procedure: Generally speaking, the reaction of a 1,2-dihydroquinoline (II) with oxalyl chloride (III) to give a 4-H-pyrrolo[3,2,1-ij]quinolin-1,2-dione (I) is carried out in a dry aprotic solvent by the dropwise addition of a solution of the 1,2-dihydroquinoline in the same solvent to the stirred solution of oxalyl chloride in an inert atmosphere at or near room temperature. Subsequent to the addition the reaction mixture is briefly stirred at ambient temperature and then at gentle reflux to complete the r... The reactants are NC=1C(=CC2=CC=CC=C2C1)C(=O)O (3-amino-2-naphthoic acid), [H-].[H-].[H-].[H-].[Li+].[Al+3] (LiAlH4), [OH-].[Na+] (NaOH), O (Water). Solvent: C1CCOC1 (THF), C1CCOC1 (THF). Run at time 8 hour. Product: NC=1C(=CC2=CC=CC=C2C1)CO ((3-amino-2-naphthyl)methanol). Isolated yield 95.1%. RXN SMILES: [NH2:1][C:2]1[C:3]([C:12](O)=[O:13])=[CH:4][C:5]2[C:10]([CH:11]=1)=[CH:9][CH:8]=[CH:7][CH:6]=2.[H-].[H-].[H-].[H-].[Li+].[Al+3].O.[OH-].[Na+]>C1COCC1>[NH2:1][C:2]1[C:3]([CH2:12][OH:13])=[CH:4][C:5]2[C:10]([CH:11]=1)=[CH:9][CH:8]=[CH:7][CH:6]=2 |f:1.2.3.4.5.6,8.9|. Procedure: A solution of 3-amino-2-naphthoic acid (85%, 1.17 g, 5.34 mmol) in dry THF (20 mL) was added dropwise over 30 min to a stirred solution of LiAlH4 (95%, 0.53 g, 13.4 mmol) in dry THF (20 mL) at 0° C. under N2. The mixture was stirred at room temperature overnight. Water (20 mL) was added and the mixture was adjusted to basic pH with 1N NaOH (20 mL). The mixture was filtered and extracted with Et2O (4×100 mL). The combined extracts were dried (MgSO4) and concentrated in vacuo to afford (3-amino-2-...